From a dataset of the Open Reaction Database (ORD), a public repository of structured organic reaction records. describe an organic reaction: reactants, conditions, products, and yield The reactants are NC(C(=O)OC)CC1=CC(=C(C=C1)CC)CC (methyl 2-amino-3-(3,4-diethyl-phenyl)-propionate), C(C)N(C(C)C)C(C)C (ethyldiisopropyl-amine), ice, CN(C)C=O (DMF), N1CCC(CC1)N1C(NC2=CC=CC=C2C1)=O (3-piperidin-4-yl-3,4-dihydro-1H-quinazolin-2-one). The solvent is C1CCOC1 (THF). Reaction conditions: temperature 5 celsius, time 90 minute. Yields the product C(C)C=1C=C(C=CC1CC)CC(C(=O)OC)NC(=O)N1CCC(CC1)N1C(NC2=CC=CC=C2C1)=O (methyl 3-(3,4-diethyl-phenyl)-2-{[4-(2-oxo-1,4-dihydro-2H-quinazolin-3-yl)-piperidine-1-carbonyl]-amino}-propionate). RXN SMILES: C(N(C(C)C)C(C)C)C.[NH2:10][CH:11]([CH2:16][C:17]1[CH:22]=[CH:21][C:20]([CH2:23][CH3:24])=[C:19]([CH2:25][CH3:26])[CH:18]=1)[C:12]([O:14][CH3:15])=[O:13].[CH3:27][N:28]([CH:30]=[O:31])[CH3:29].N1C[CH2:36][CH:35]([N:38]2[CH2:47][C:46]3[C:41](=[CH:42][CH:43]=[CH:44][CH:45]=3)[NH:40][C:39]2=[O:48])[CH2:34]C1>C1COCC1>[CH2:25]([C:19]1[CH:18]=[C:17]([CH2:16][CH:11]([NH:10][C:30]([N:28]2[CH2:29][CH2:34][CH:35]([N:38]3[CH2:47][C:46]4[C:41](=[CH:42][CH:43]=[CH:44][CH:45]=4)[NH:40][C:39]3=[O:48])[CH2:36][CH2:27]2)=[O:31])[C:12]([O:14][CH3:15])=[O:13])[CH:22]=[CH:21][C:20]=1[CH2:23][CH3:24])[CH3:26]. Procedure details: 3.3 mL ethyldiisopropyl-amine and 2.06 g (12.6 mmol) of CDT were added to an ice-cooled solution of 2.95 g (12.54 mmol) of methyl 2-amino-3-(3,4-diethyl-phenyl)-propionate in 200 mL of THF and stirred for a further 90 min at 0-10° C. Then 20 mL of DMF were added, the mixture was stirred for a further 30 min, 2.91 g (12.6 mmol) of 3-piperidin-4-yl-3,4-dihydro-1H-quinazolin-2-one were added and the suspension was refluxed for 10 h. The reaction mixture was evaporated down in vacuo, combined with s... Reactants: ice, Cl (hydrochloric acid), [N+](=O)([O-])C1=CC=CC(=C1NS(=O)(=O)C1=NNC=N1)OCC#C (N-(6-nitro-2-propargyloxyphenyl)-1H-1,2,4-triazole-3-sulphonamide), C([O-])([O-])=O.[K+].[K+] (potassium carbonate), COC1=NC(=NC(=C1)OC)S(=O)(=O)C (4,6-dimethoxy-2-methylsulphonylpyrimidine). Run in CN(C=O)C (dimethylformamide). Conditions: temperature 50 celsius, time 20 hour. Product: COC1=NC(=NC(=C1)OC)N1N=C(N=C1)S(=O)(=O)NC1=C(C=CC=C1[N+](=O)[O-])OCC#C (1-(4,6-Dimethoxypyrimidin-2-yl)-N-(6-nitro-2-propargyloxyphenyl)-1H-1,2,4-triazole-3-sulphonamide). RXN SMILES: [N+:1]([C:4]1[C:9]([NH:10][S:11]([C:14]2[N:18]=[CH:17][NH:16][N:15]=2)(=[O:13])=[O:12])=[C:8]([O:19][CH2:20][C:21]#[CH:22])[CH:7]=[CH:6][CH:5]=1)([O-:3])=[O:2].C(=O)([O-])[O-].[K+].[K+].[CH3:29][O:30][C:31]1[CH:36]=[C:35]([O:37][CH3:38])[N:34]=[C:33](S(C)(=O)=O)[N:32]=1.Cl>CN(C)C=O>[CH3:29][O:30][C:31]1[CH:36]=[C:35]([O:37][CH3:38])[N:34]=[C:33]([N:16]2[CH:17]=[N:18][C:14]([S:11]([NH:10][C:9]3[C:4]([N+:1]([O-:3])=[O:2])=[CH:5][CH:6]=[CH:7][C:8]=3[O:19][CH2:20][C:21]#[CH:22])(=[O:13])=[O:12])=[N:15]2)[N:32]=1 |f:1.2.3|. Procedure: A mixture of 3.23 g (10 mmol) N-(6-nitro-2-propargyloxyphenyl)-1H-1,2,4-triazole-3-sulphonamide and 2.76 g (20 mmol) potassium carbonate in 25 ml dimethylformamide was heated under a protective gas for 10 minutes at 50° C. After cooling to 0° C. and addition of 2.18 g (10 mmol) 4,6-dimethoxy-2-methylsulphonylpyrimidine, the mixture was warmed and stirred for 20 hours. It was then stirred into to 300 ml ice-cold saturated aqueous sodium chloride and acidified with hydrochloric acid (pH 4). The cr...